From a dataset of the Open Reaction Database (ORD), a public repository of structured organic reaction records. describe an organic reaction: reactants, conditions, products, and yield Starting materials: Cl.NO (hydroxylamine hydrochloric acid), C(#N)C=1C=C(C(=O)O)C=CC1 (3-cyanobenzoic acid), C([O-])([O-])=O.[Na+].[Na+] (sodium carbonate). The reagents and catalysts are OC=1C=CC=C2C=CC=NC12 (8-Hydroxyquinoline). Run in O (water), C(C)O (ethanol), O (water). Yields the product ON=C(N)C=1C=C(C(=O)O)C=CC1 (3-(N′-hydroxycarbamimidoyl)benzoic acid). The yield is 81.6%. Reaction SMILES: [C:1]([C:3]1[CH:4]=[C:5]([CH:9]=[CH:10][CH:11]=1)[C:6]([OH:8])=[O:7])#[N:2].Cl.[NH2:13][OH:14].C(=O)([O-])[O-].[Na+].[Na+]>C(O)C.O.OC1C=CC=C2C=1N=CC=C2>[OH:14][N:13]=[C:1]([C:3]1[CH:4]=[C:5]([CH:9]=[CH:10][CH:11]=1)[C:6]([OH:8])=[O:7])[NH2:2] |f:1.2,3.4.5|. Procedure: 8-Hydroxyquinoline (5 mg, 0.03 mmol) was added to a solution of 3-cyanobenzoic acid (1 g, 6.8 mmol) in 50 mL ethanol. To this reaction mixture were added first hydroxylamine hydrochloric acid (950 mg, 13.6 mmol) in water (8 mL) followed by sodium carbonate (1.2 g, 10.9 mmol) in water (12 mL). The mixture was heated to reflux for 4 h. After removal of ethanol under reduced pressure, the residue was diluted with water, and the aqueous solution was acidified with 10% HCl to pH˜3. The white precipit... The reactants are CCOC(C(=O)N1C(=O)OCC1Cc1ccccc1)C(O)c1ccc(OCc2ccccc2)cc1OC, C[O-], CO, [Na+]. The product is CCOC(C(=O)OC)C(O)c1ccc(OCc2ccccc2)cc1OC. Reaction SMILES: [CH2:1]([CH:2]1[CH2:3][O:4][C:5](=[O:6])[N:7]1[C:14]([CH:15]([CH:16]([OH:17])[c:18]1[c:19]([O:32][CH3:33])[cH:20][c:21]([O:24][CH2:25][c:26]2[cH:27][cH:28][cH:29][cH:30][cH:31]2)[cH:22][cH:23]1)[O:34][CH2:35][CH3:36])=[O:37])[c:8]1[cH:9][cH:10][cH:11][cH:12][cH:13]1.[CH3:38][O-:39].[CH3:41][OH:42].[Na+:40]>>[C:14]([CH:15]([CH:16]([OH:17])[c:18]1[c:19]([O:32][CH3:33])[cH:20][c:21]([O:24][CH2:25][c:26]2[cH:27][cH:28][cH:29][cH:30][cH:31]2)[cH:22][cH:23]1)[O:34][CH2:35][CH3:36])(=[O:37])[O:39][CH3:38].